Dataset: the Open Reaction Database (ORD), a public repository of structured organic reaction records. Task: describe an organic reaction: reactants, conditions, products, and yield The reactants are C(C)OC(=O)C1=CC2=C(N1)C=C(O2)Br (2-Bromo-4H-furo[3,2-b]pyrrole-5-carboxylic acid ethyl ester), [OH-].[Na+] (NaOH), 5h. Product: BrC1=CC=2NC(=CC2O1)C(=O)O (2-Bromo-4H-furo[3,2-b]pyrrole-5-carboxylic acid). Reported procedure: 2-Bromo-4H-furo[3,2-b]pyrrole-5-carboxylic acid ethyl ester (Krutosikova, A.; Kovac, J.; Dandarova, M.; Lesko, J.; Ferik, S., Collect. Czech. Chem. Commun., 46: 2564-2573 (1981)) was hydrolyzed according to Procedure E (4 equiv 2 N NaOH, ethanol; reflux 5h, room temperature overnight; after concentration to remove ethanol, residue partitioned between ethyl acetate and 2 N HCl; combined organic phases dried over Na2SO4; no purification). The solvent is C(C)O (ethanol). RXN SMILES: C([O:3][C:4]([C:6]1[NH:10][C:9]2[CH:11]=[C:12]([Br:14])[O:13][C:8]=2[CH:7]=1)=[O:5])C.[OH-].[Na+]>C(O)C>[Br:14][C:12]1[O:13][C:8]2[CH:7]=[C:6]([C:4]([OH:5])=[O:3])[NH:10][C:9]=2[CH:11]=1 |f:1.2|. Yields the product CC(C)(C)[Si](C)(C)Oc1ccc(N)cc1. The reactants are CC(C)(C)[Si](C)(C)Oc1ccc([N+](=O)[O-])cc1, CO. As a reaction SMILES: [C:1]([CH3:2])([CH3:3])([CH3:4])[Si:5]([O:6][c:7]1[cH:8][cH:9][c:10]([N+:13]([O-:14])=[O:15])[cH:11][cH:12]1)([CH3:16])[CH3:17].[CH3:18][OH:19]>>[C:1]([CH3:2])([CH3:3])([CH3:4])[Si:5]([O:6][c:7]1[cH:8][cH:9][c:10]([NH2:13])[cH:11][cH:12]1)([CH3:16])[CH3:17]. Reactants: NC1=C(C(=NS1)C(C)C)C#N (5-amino-4-cyano-3-isopropylisothiazole), CN(C=O)C (dimethylformamide), S(=O)(Cl)Cl (thionyl chloride), O (water). Product: C(#N)C=1C(=NSC1N=CN(C)C)C(C)C (N'-(4-cyano-3-isopropyl-5-isothiazolyl)-N,N-dimethylformamidine). Reaction SMILES: [NH2:1][C:2]1[S:6][N:5]=[C:4]([CH:7]([CH3:9])[CH3:8])[C:3]=1[C:10]#[N:11].S(Cl)(Cl)=O.O.[CH3:17][N:18]([CH3:21])[CH:19]=O>>[C:10]([C:3]1[C:4]([CH:7]([CH3:9])[CH3:8])=[N:5][S:6][C:2]=1[N:1]=[CH:17][N:18]([CH3:21])[CH3:19])#[N:11]. Procedure: To a solution of 6.7 g of 5-amino-4-cyano-3-isopropylisothiazole in 30 ml of dimethylformamide was slowly added 10.4 ml of thionyl chloride and the mixture was heated under reflux for 3 hours. The mixture was poured into 300 ml of water and the water-dimethylformamide was removed under reduced pressure. The residue was dissolved in ethanol. The solution was treated with decolorizing charcoal, then was diluted with 300 ml of water. The small amount of solid which separated was removed by filtrati...